The task is: describe an organic reaction: reactants, conditions, products, and yield. This data is from the Open Reaction Database (ORD), a public repository of structured organic reaction records. Reactants: C(=O)(C(F)(F)F)O (TFA), S(=O)(Cl)Cl (thionyl Chloride), ClC1=CC=2C3=C(N(C2C=C1)CC(C)(O)C1=CC=NC=C1)CC(N(C3)C)C (1-(8-Chloro-2,3-dimethyl-1,2,3,4-tetrahydro-pyrido[4,3-b]indol-5-yl)-2-pyridin-4-yl-propan-2-ol). Run in C(Cl)Cl (DCM). Reaction conditions: time 2.5 hour. Product: ClC1=CC=2C3=C(N(C2C=C1)CC(=C)C1=CC=NC=C1)CC(N(C3)C)C (8-chloro-2,3-dimethyl-5-(2-(pyridin-4-yl)allyl)-2,3,4,5-tetrahydro-1H-pyrido[4,3-b]indole). Yield: 9.4%. Reaction SMILES: [Cl:1][C:2]1[CH:10]=[CH:9][C:8]2[N:7]([CH2:11][C:12]([C:15]3[CH:20]=[CH:19][N:18]=[CH:17][CH:16]=3)(O)[CH3:13])[C:6]3[CH2:21][CH:22]([CH3:26])[N:23]([CH3:25])[CH2:24][C:5]=3[C:4]=2[CH:3]=1.S(Cl)(Cl)=O.C(O)(C(F)(F)F)=O>C(Cl)Cl>[Cl:1][C:2]1[CH:10]=[CH:9][C:8]2[N:7]([CH2:11][C:12]([C:15]3[CH:20]=[CH:19][N:18]=[CH:17][CH:16]=3)=[CH2:13])[C:6]3[CH2:21][CH:22]([CH3:26])[N:23]([CH3:25])[CH2:24][C:5]=3[C:4]=2[CH:3]=1. Reported procedure: 1-(8-Chloro-2,3-dimethyl-1,2,3,4-tetrahydro-pyrido[4,3-b]indol-5-yl)-2-pyridin-4-yl-propan-2-ol (900 mg, 2.43 mmol) was dissolved in 5 mL DCM. To this, thionyl Chloride (2 mL in DCM) was added dropwise at 0° C. and stirred for 2.5 h at RT. After completion of starting material (TLC) excess thionyl chloride and solvent was evaporated under vacuum. The residue was neutralized with saturated solution of Sodium bicarbonate at 0° C. and extracted with EtOAc (3 times). The combined organic layer was w... The reactants are CCOCC(=O)O, [Cl-], CC12C=CC(=O)C=C1CCC1C2C(O)CC2(C)C1CCC2(O)C(=O)CO. Product: CCOCC(=O)OCC(=O)C1(O)CCC2C3CCC4=CC(=O)C=CC4(C)C3C(O)CC21C. As a reaction SMILES: [CH2:28]([CH3:29])[O:30][CH2:31][C:32](=[O:33])[OH:34].[Cl-:27].[OH:1][CH:2]1[CH:3]2[C:4]3([CH3:26])[CH:5]=[CH:6][C:7](=[O:25])[CH:8]=[C:9]3[CH2:10][CH2:11][CH:12]2[CH:13]2[CH2:14][CH2:15][C:16]([C:17]([CH2:18][OH:19])=[O:20])([OH:24])[C:21]2([CH3:23])[CH2:22]1>>[OH:1][CH:2]1[CH:3]2[C:4]3([CH3:26])[CH:5]=[CH:6][C:7](=[O:25])[CH:8]=[C:9]3[CH2:10][CH2:11][CH:12]2[CH:13]2[CH2:14][CH2:15][C:16]([C:17]([CH2:18][O:19][C:32]([CH2:31][O:30][CH2:28][CH3:29])=[O:33])=[O:20])([OH:24])[C:21]2([CH3:23])[CH2:22]1. Starting materials: N#Cc1ccc(C(=O)c2cn(C(c3ccccc3)(c3ccccc3)c3ccccc3)cn2)cc1, N#Cc1ccc(I)cc1. The product is N#Cc1ccc(C(O)(c2ccc(C#N)cc2)c2cn(C(c3ccccc3)(c3ccccc3)c3ccccc3)cn2)cc1. As a reaction SMILES: [C:1]([c:2]1[cH:3][cH:4][cH:5][cH:6][cH:7]1)([c:8]1[cH:9][cH:10][cH:11][cH:12][cH:13]1)([c:14]1[cH:15][cH:16][cH:17][cH:18][cH:19]1)[n:20]1[cH:21][n:22][c:23]([C:25](=[O:26])[c:27]2[cH:28][cH:29][c:30]([C:31]#[N:32])[cH:33][cH:34]2)[cH:24]1.[I:35][c:36]1[cH:37][cH:38][c:39]([C:40]#[N:41])[cH:42][cH:43]1>>[C:1]([c:2]1[cH:3][cH:4][cH:5][cH:6][cH:7]1)([c:8]1[cH:9][cH:10][cH:11][cH:12][cH:13]1)([c:14]1[cH:15][cH:16][cH:17][cH:18][cH:19]1)[n:20]1[cH:21][n:22][c:23]([C:25]([OH:26])([c:27]2[cH:28][cH:29][c:30]([C:31]#[N:32])[cH:33][cH:34]2)[c:36]2[cH:37][cH:38][c:39]([C:40]#[N:41])[cH:42][cH:43]2)[cH:24]1. Starting materials: ClCCOC1=C(C=C2C(=C(C=NC2=C1)C#N)NC1=CC(=C(C=C1)C)O)OC (7-(2-chloro-ethoxy)-4-(3-hydroxy-4-methyl-phenylamino)-6-methoxy-quinoline-3-carbonitrile), N1CCOCC1 (morpholine), [I-].[Na+] (sodium iodide). Run in COCCOC (ethylene glycol dimethyl ether). Product: OC=1C=C(C=CC1C)NC1=C(C=NC2=CC(=C(C=C12)OC)OCCN1CCOCC1)C#N (4-(3-Hydroxy-4-methyl-phenylamino)-6-methoxy-7-(2-morpholin-4-yl-ethoxy)-quinoline-3-carbonitrile). As a reaction SMILES: Cl[CH2:2][CH2:3][O:4][C:5]1[CH:14]=[C:13]2[C:8]([C:9]([NH:17][C:18]3[CH:23]=[CH:22][C:21]([CH3:24])=[C:20]([OH:25])[CH:19]=3)=[C:10]([C:15]#[N:16])[CH:11]=[N:12]2)=[CH:7][C:6]=1[O:26][CH3:27].[NH:28]1[CH2:33][CH2:32][O:31][CH2:30][CH2:29]1.[I-].[Na+]>COCCOC>[OH:25][C:20]1[CH:19]=[C:18]([NH:17][C:9]2[C:8]3[C:13](=[CH:14][C:5]([O:4][CH2:3][CH2:2][N:28]4[CH2:33][CH2:32][O:31][CH2:30][CH2:29]4)=[C:6]([O:26][CH3:27])[CH:7]=3)[N:12]=[CH:11][C:10]=2[C:15]#[N:16])[CH:23]=[CH:22][C:21]=1[CH3:24] |f:2.3|. Reported procedure: A mixture of 1 g (2.38 mmol) of 7-(2-chloro-ethoxy)-4-(3-hydroxy-4-methyl-phenylamino)-6-methoxy-quinoline-3-carbonitrile, 3.4 g (39 mmol) of morpholine, and 0.08 g of sodium iodide in 22 ml ethylene glycol dimethyl ether refluxed for 34 hr. The solvent was removed and the residue was mixed with warm ethyl acetate and saturated sodium bicarbonate solution. The organic layer was separated and dried over magnesium sulfate. Solvent was removed and the residue was chromatographed on silica gel eluti... Reactants: [B]1OC2=CC=CC=C2O1 (catecholborane), NC1=NC=NC(=C1I)N (4,6-diamino-5-iodo-pyrimidine), C([O-])(O)=O.[Na+] (sodium bicarbonate), [OH-].[Na+] (sodium hydroxide), CC(C)C1=CC=C(C=C1)C#CC1=CC=C(C=C1)C(C)C (1,2-Bis(4-(2-propyl)phenyl)acetylene). The reagents and catalysts are C=1C=CC(=CC1)[P](C=2C=CC=CC2)(C=3C=CC=CC3)[Pd]([P](C=4C=CC=CC4)(C=5C=CC=CC5)C=6C=CC=CC6)([P](C=7C=CC=CC7)(C=8C=CC=CC8)C=9C=CC=CC9)[P](C=1C=CC=CC1)(C=1C=CC=CC1)C=1C=CC=CC1 (tetrakis(triphenylphosphine)palladium(0)). Solvent: O (water), C1CCOC1 (THF), C1CCOC1 (THF). Product: NC1=NC=NC(=C1C(=CC1=CC=C(C=C1)C(C)C)C1=CC=C(C=C1)C(C)C)N (4,6-diamino-5-(1,2-bis(4-isopropylphenyl)ethenyl)pyrimidine). Yield: 28.0%. Reaction SMILES: [CH3:1][CH:2]([C:4]1[CH:9]=[CH:8][C:7]([C:10]#[C:11][C:12]2[CH:17]=[CH:16][C:15]([CH:18]([CH3:20])[CH3:19])=[CH:14][CH:13]=2)=[CH:6][CH:5]=1)[CH3:3].[B]1OC2C(=CC=CC=2)O1.[NH2:30][C:31]1[C:36](I)=[C:35]([NH2:38])[N:34]=[CH:33][N:32]=1.C(=O)(O)[O-].[Na+].[OH-].[Na+]>C1COCC1.O.C1C=CC([P]([Pd]([P](C2C=CC=CC=2)(C2C=CC=CC=2)C2C=CC=CC=2)([P](C2C=CC=CC=2)(C2C=CC=CC=2)C2C=CC=CC=2)[P](C2C=CC=CC=2)(C2C=CC=CC=2)C2C=CC=CC=2)(C2C=CC=CC=2)C2C=CC=CC=2)=CC=1>[NH2:30][C:31]1[C:36]([C:10]([C:7]2[CH:8]=[CH:9][C:4]([CH:2]([CH3:1])[CH3:3])=[CH:5][CH:6]=2)=[CH:11][C:12]2[CH:13]=[CH:14][C:15]([CH:18]([CH3:20])[CH3:19])=[CH:16][CH:17]=2)=[C:35]([NH2:38])[N:34]=[CH:33][N:32]=1 |f:3.4,5.6,^1:20,55,57,76,95|. Reported procedure: 1,2-Bis(4-(2-propyl)phenyl)acetylene (11.40 g, 43 mmol) was dissolved in 50 mL THF, catecholborane (1 M, 50 mL) in THF was added, and the mixture was heated at reflux for 30 hours. The mixture was cooled, then 4,6-diamino-5-iodo-pyrimidine, 30 mL saturated aqueous sodium bicarbonate, 20 mL 3N aqueous sodium hydroxide, and 1.00 g (0.87 mmol) tetrakis(triphenylphosphine)palladium(0) were added. The mixture was heated to reflux for 18 hours, cooled, diluted with water, then extracted with ethyl ace... The reactants are IC1=CC=C(C=C1)[C@@H]1[C@@H](CCC1)NS(=O)(=O)C(C)C ((+,−) Cis propane-2-sulfonic acid [2-(4-iodo-phenyl)-cyclopentyl]-amide), C(C)(=O)NC=1C=C(C=CC1)B(O)O (3-acetamidophenylboronic acid). Product: C(C)(=O)NC=1C=C(C=CC1)C1=CC=C(C=C1)[C@@H]1[C@@H](CCC1)NS(=O)(=O)C(C)C ((+,−) Cis Propane-2-sulfonic Acid [2-(3′-acetamido-biphenyl-4-yl)-cyclopentyl]-amide). Isolated yield 41.6%. As a reaction SMILES: I[C:2]1[CH:7]=[CH:6][C:5]([C@H:8]2[CH2:12][CH2:11][CH2:10][C@H:9]2[NH:13][S:14]([CH:17]([CH3:19])[CH3:18])(=[O:16])=[O:15])=[CH:4][CH:3]=1.[C:20]([NH:23][C:24]1[CH:25]=[C:26](B(O)O)[CH:27]=[CH:28][CH:29]=1)(=[O:22])[CH3:21]>>[C:20]([NH:23][C:24]1[CH:29]=[C:28]([C:2]2[CH:7]=[CH:6][C:5]([C@H:8]3[CH2:12][CH2:11][CH2:10][C@H:9]3[NH:13][S:14]([CH:17]([CH3:19])[CH3:18])(=[O:16])=[O:15])=[CH:4][CH:3]=2)[CH:27]=[CH:26][CH:25]=1)(=[O:22])[CH3:21]. Procedure details: The Suzuki coupling of (+,−) Cis propane-2-sulfonic acid [2-(4-iodo-phenyl)-cyclopentyl]-amide (200 mg, 0.51 mmol, prepared in example 17) and 3-acetamidophenylboronic acid (109 mg, 0.61 mmol) was accomplished in a manner analogous to the procedure described in example 27. The reaction was worked up in a manner analogous to example 3. Purification by silica chromatography using a Chromatotron® was achieved eluting with 2% methanol/methylene chloride to afford 85 mg (42%) of the title compound as... Reactants: CC(C)(C)OC(=O)NC(Cc1ccccc1)C(O)CO, ClCCl, [Na+], [OH-], c1ccncc1. Yields the product CC(C)(C)OC(=O)NC(Cc1ccccc1)C1CO1. RXN SMILES: [C:1]([CH3:2])([CH3:3])([CH3:4])[O:5][C:6](=[O:7])[NH:8][CH:9]([CH:10]([CH2:11][OH:12])[OH:13])[CH2:14][c:15]1[cH:16][cH:17][cH:18][cH:19][cH:20]1.[CH2:29]([Cl:30])[Cl:31].[Na+:28].[OH-:27].[cH:21]1[cH:22][cH:23][n:24][cH:25][cH:26]1>>[C:1]([CH3:2])([CH3:3])([CH3:4])[O:5][C:6](=[O:7])[NH:8][CH:9]([CH:10]1[CH2:11][O:13]1)[CH2:14][c:15]1[cH:16][cH:17][cH:18][cH:19][cH:20]1.